From a dataset of the Open Reaction Database (ORD), a public repository of structured organic reaction records. describe an organic reaction: reactants, conditions, products, and yield The reactants are FC(C1=C(CN2C(=NC3=C2C=C(C=C3)O)C3=CC(=C(C(=C3)OC)OC)OC)C=CC=C1)(F)F (1-(2-trifluoromethylbenzyl)-2-(3,4,5-trimethoxyphenyl)-6-hydroxybenzimidazole), Cl.ClCCN1CCCCC1 (1-(2-chloroethyl)piperidine hydrochloride). The product is FC(C1=C(CN2C(=NC3=C2C=C(C=C3)OCCN3CCCCC3)C3=CC(=C(C(=C3)OC)OC)OC)C=CC=C1)(F)F (1-(2-trifluoromethylbenzyl)-2-(3,4,5-trimethoxyphenyl)-6-[2-(piperidin-1-yl)ethoxy]benzimidazole). Reaction SMILES: [F:1][C:2]([F:33])([F:32])[C:3]1[CH:31]=[CH:30][CH:29]=[CH:28][C:4]=1[CH2:5][N:6]1[C:10]2[CH:11]=[C:12]([OH:15])[CH:13]=[CH:14][C:9]=2[N:8]=[C:7]1[C:16]1[CH:21]=[C:20]([O:22][CH3:23])[C:19]([O:24][CH3:25])=[C:18]([O:26][CH3:27])[CH:17]=1.Cl.Cl[CH2:36][CH2:37][N:38]1[CH2:43][CH2:42][CH2:41][CH2:40][CH2:39]1>>[F:33][C:2]([F:1])([F:32])[C:3]1[CH:31]=[CH:30][CH:29]=[CH:28][C:4]=1[CH2:5][N:6]1[C:10]2[CH:11]=[C:12]([O:15][CH2:36][CH2:37][N:38]3[CH2:43][CH2:42][CH2:41][CH2:40][CH2:39]3)[CH:13]=[CH:14][C:9]=2[N:8]=[C:7]1[C:16]1[CH:17]=[C:18]([O:26][CH3:27])[C:19]([O:24][CH3:25])=[C:20]([O:22][CH3:23])[CH:21]=1 |f:1.2|. Reported procedure: The title compound was prepared by reacting the compound of Example 104 with 1-(2-chloroethyl)piperidine hydrochloride essentially as previously described. mp 167° C., NMR, IR, MS 570.